This data is from the Open Reaction Database (ORD), a public repository of structured organic reaction records. The task is: describe an organic reaction: reactants, conditions, products, and yield The reactants are CCOC(=O)CCCCC(C=Cc1ccccc1OCc1ccc(C(C)(C)C)cc1)CCc1ccc(C#N)cc1, C1CCOC1, CCOCC, [Li+], [OH-], O. Product: CC(C)(C)c1ccc(COc2ccccc2C=CC(CCCCC(=O)O)CCc2ccc(C#N)cc2)cc1. RXN SMILES: [C:1]([CH3:2])([CH3:3])([CH3:4])[c:5]1[cH:6][cH:7][c:8]([CH2:9][O:10][c:11]2[c:12]([CH:17]=[CH:18][CH:19]([CH2:20][CH2:21][CH2:22][CH2:23][C:24](=[O:25])[O:26][CH2:27][CH3:28])[CH2:29][CH2:30][c:31]3[cH:32][cH:33][c:34]([C:37]#[N:38])[cH:35][cH:36]3)[cH:13][cH:14][cH:15][cH:16]2)[cH:39][cH:40]1.[CH2:48]1[O:49][CH2:50][CH2:51][CH2:52]1.[CH3:43][CH2:44][O:45][CH2:46][CH3:47].[Li+:41].[OH-:42].[OH2:53]>>[C:1]([CH3:2])([CH3:3])([CH3:4])[c:5]1[cH:6][cH:7][c:8]([CH2:9][O:10][c:11]2[c:12]([CH:17]=[CH:18][CH:19]([CH2:20][CH2:21][CH2:22][CH2:23][C:24](=[O:25])[OH:26])[CH2:29][CH2:30][c:31]3[cH:32][cH:33][c:34]([C:37]#[N:38])[cH:35][cH:36]3)[cH:13][cH:14][cH:15][cH:16]2)[cH:39][cH:40]1. The reactants are CO, Cc1cccc(Cl)n1, ClCCl, O=C(OO)c1cccc(Cl)c1, [Na+], [Na+], [OH-], O, O=C([O-])O. Yields the product OCc1cccc(Cl)n1. RXN SMILES: [CH3:28][OH:29].[Cl:1][c:2]1[n:3][c:4]([CH3:8])[cH:5][cH:6][cH:7]1.[Cl:30][CH2:31][Cl:32].[Cl:9][c:10]1[cH:11][cH:12][cH:13][c:14]([C:15]([O:16][OH:18])=[O:17])[cH:19]1.[Na+:20].[Na+:26].[OH-:25].[OH2:27].[OH:21][C:22](=[O:23])[O-:24]>>[Cl:1][c:2]1[n:3][c:4]([CH2:8][OH:17])[cH:5][cH:6][cH:7]1. Reactants: NC1=NC(=CC=C1C(=O)C1=C(C=CC=C1F)F)Cl ((2-Amino-6-chloro-pyridin-3-yl)-(2,6-difluoro-phenyl)-methanone), CS(=O)(=O)N1CCC(CC1)N (1-methanesulfonyl-piperidin-4-ylamine). Product: NC1=NC(=CC=C1C(=O)C1=C(C=CC=C1F)F)NC1CCN(CC1)S(=O)(=O)C ([2-Amino-6-(1-methanesulfonyl-piperidin-4-ylamino)-pyridin-3-yl]-(2,6-difluoro-phenyl)-methanone). RXN SMILES: [NH2:1][C:2]1[C:7]([C:8]([C:10]2[C:15]([F:16])=[CH:14][CH:13]=[CH:12][C:11]=2[F:17])=[O:9])=[CH:6][CH:5]=[C:4](Cl)[N:3]=1.[CH3:19][S:20]([N:23]1[CH2:28][CH2:27][CH:26]([NH2:29])[CH2:25][CH2:24]1)(=[O:22])=[O:21]>>[NH2:1][C:2]1[C:7]([C:8]([C:10]2[C:15]([F:16])=[CH:14][CH:13]=[CH:12][C:11]=2[F:17])=[O:9])=[CH:6][CH:5]=[C:4]([NH:29][CH:26]2[CH2:27][CH2:28][N:23]([S:20]([CH3:19])(=[O:22])=[O:21])[CH2:24][CH2:25]2)[N:3]=1. Procedure details: The title compound was prepared from (2-Amino-6-chloro-pyridin-3-yl)-(2,6-difluoro-phenyl)-methanone (Example 51) and 1-methanesulfonyl-piperidin-4-ylamine (Step A. Example 6) using the procedure described in Step B. Example 6. HRMS, observed: 411.1298, Calcd for (M+H)+: 411.1297. Reactants: COC(COC1=CC2=C(C(=CC=C2C=C1)O)C(C)=O)=O ([[8-acetyl-7-hydroxy-2-naphthalenyl]oxy]acetic acid methyl ester), [H-].[Na+] (sodium hydride), BrCCOCCBr (bis-(2-bromoethyl)ether). Solvent: CN(C=O)C (dimethylformamide). Run at time 30 minute. Yields the product COC(COC1=CC2=C(C(=CC=C2C=C1)OCCOCCBr)C(C)=O)=O ([[8-acetyl-7-[2-(2-bromoethoxy)ethoxy]-2-naphthalenyl]oxy]acetic acid methyl ester). The yield is 77.4%. Reaction SMILES: [CH3:1][O:2][C:3](=[O:20])[CH2:4][O:5][C:6]1[CH:15]=[CH:14][C:13]2[C:8](=[C:9]([C:17](=[O:19])[CH3:18])[C:10]([OH:16])=[CH:11][CH:12]=2)[CH:7]=1.[H-].[Na+].[Br:23][CH2:24][CH2:25][O:26][CH2:27][CH2:28]Br>CN(C)C=O>[CH3:1][O:2][C:3](=[O:20])[CH2:4][O:5][C:6]1[CH:15]=[CH:14][C:13]2[C:8](=[C:9]([C:17](=[O:19])[CH3:18])[C:10]([O:16][CH2:28][CH2:27][O:26][CH2:25][CH2:24][Br:23])=[CH:11][CH:12]=2)[CH:7]=1 |f:1.2|. Procedure details: Under an argon atmosphere, 2 g of [[8-acetyl-7-hydroxy-2-naphthalenyl]oxy]acetic acid methyl ester was added to a suspension of 0.32 g of 60% sodium hydride in 30 ml of anhydrous dimethylformamide. The mixture was stirred at room temperature for 30 minutes and then 8.5 g of bis-(2-bromoethyl)ether was added and the mixture was stirred at room temperature for 20 hours. The solvent was removed and residual oil was purified by high pressure liquid chromatography using 7% ethyl acetate-toluene to yi... The reactants are Cl.NC(C(=O)N)C#N (2-amino-2-cyanoacetamide hydrochloride), C(C1=CC=CC=C1)OC[C@@H](CCOCC1=CC=CC=C1)ON=CN(C)C ((R)-N'-(1,4-dibenzyloxybut-2-oxy)-N,N-dimethylmethanimidamide). The solvent is CO (methanol). Run at time 1 hour. Product: C(C1=CC=CC=C1)OCC(CCOCC1=CC=CC=C1)ON=CN[C@@H](C(=O)N)C#N ((R)-2-[N-(1,4-dibenzyloxy-but-2-oxy)iminomethyl]amino-2-cyanoacetamide). The yield is 64.4%. As a reaction SMILES: Cl.[NH2:2][CH:3]([C:7]#[N:8])[C:4]([NH2:6])=[O:5].[CH2:9]([O:16][CH2:17][C@H:18]([O:29][N:30]=[CH:31]N(C)C)[CH2:19][CH2:20][O:21][CH2:22][C:23]1[CH:28]=[CH:27][CH:26]=[CH:25][CH:24]=1)[C:10]1[CH:15]=[CH:14][CH:13]=[CH:12][CH:11]=1>CO>[CH2:9]([O:16][CH2:17][CH:18]([O:29][N:30]=[CH:31][NH:2][C@H:3]([C:7]#[N:8])[C:4]([NH2:6])=[O:5])[CH2:19][CH2:20][O:21][CH2:22][C:23]1[CH:28]=[CH:27][CH:26]=[CH:25][CH:24]=1)[C:10]1[CH:11]=[CH:12][CH:13]=[CH:14][CH:15]=1 |f:0.1|. Procedure: A solution of 2-amino-2-cyanoacetamide hydrochloride (0.19 g, 1.4 mmol) and (R)-N'-(1,4-dibenzyloxybut-2-oxy)-N,N-dimethylmethanimidamide (0.5 g, 1.4 mmol) in methanol (1.5 ml) was stirred at room temperature for 20 hours. The solvent was removed under reduced pressure and the residue treated with ethyl acetate (20 ml) and brine (0.05 ml). The organic solution was decanted and dried (MgSO4). The solvent was removed under reduced pressure and the residual oil extracted with hexane (3×10 ml). The ...